This data is from the Open Reaction Database (ORD), a public repository of structured organic reaction records. The task is: describe an organic reaction: reactants, conditions, products, and yield Reactants: C(CC(=O)C)(=O)OC (methyl acetoacetate), BrBr (bromine), ice water. Solvent: C(Cl)(Cl)(Cl)Cl (carbon tetrachloride). Conditions: time 8 hour. The product is BrCC(CC(=O)OC)=O (methyl 4-bromoacetoacetate). As a reaction SMILES: [C:1]([O:7][CH3:8])(=[O:6])[CH2:2][C:3]([CH3:5])=[O:4].[Br:9]Br>C(Cl)(Cl)(Cl)Cl>[Br:9][CH2:5][C:3](=[O:4])[CH2:2][C:1]([O:7][CH3:8])=[O:6]. Reported procedure: To 150 ml of anhydrous carbon tetrachloride solution containing 116 g of methyl acetoacetate was added dropwise 51 ml of bromine at below 5° C. After the addition was finished the reaction mixture was stirred overnight, then the reaction mixture was poured into ice-water, washed with a diluted sodium carbonate aqueous solution five times, then with a saturated sodium chloride aqueous solution, and dried with anhydrous calcium chloride. The solvent was removed by evaporation to yield 170 g of met... Reactants: CCCCCC (hexane), C1(=CC=CC=C1)P(C1=CC=CC=C1)C1=CC=CC=C1 (triphenylphosphine), C(Br)(Br)(Br)Br (carbon tetrabromide), C(C1=CC=CC=C1)OC[C@@H](C=O)C ((S)-3-benzyloxy-2-methylpropanal). The solvent is C(Cl)Cl (CH2Cl2), C(Cl)Cl (CH2Cl2). Conditions: temperature 2.5 celsius. Yields the product C(C1=CC=CC=C1)OC[C@H](C=C(Br)Br)C ((S)-4-Benzyloxy-1,1-dibromo-3-methylbutene). As a reaction SMILES: C1(P(C2C=CC=CC=2)C2C=CC=CC=2)C=CC=CC=1.[C:20]([Br:24])(Br)(Br)[Br:21].[CH2:25]([O:32][CH2:33][C@H:34]([CH3:37])[CH:35]=O)[C:26]1[CH:31]=[CH:30][CH:29]=[CH:28][CH:27]=1.CCCCCC>C(Cl)Cl>[CH2:25]([O:32][CH2:33][C@@H:34]([CH3:37])[CH:35]=[C:20]([Br:24])[Br:21])[C:26]1[CH:31]=[CH:30][CH:29]=[CH:28][CH:27]=1. Procedure details: An oven dried three-necked 2 L round bottom flask was equipped with a mechanical stirrer, a thermometer, an N2 inlet, and a septum. The flask was charged with 180.71 g (0.689 mol) of triphenylphosphine and 925 mL of CH2Cl2. The reaction mixture was stirred under an N2 atmosphere and cooled to 0-5° C. with an external ice-water bath. The septum was then removed and 114.25 g (0.344 mol) of carbon tetrabromide was added in portions through the open neck of the flask at a rate that maintained the te... Starting materials: FC(C(C(C(F)(F)F)(F)F)(F)F)(S(=O)(=O)[O-])F.[K+] (potassium perfluorobutanesulfonate), C1(=CC=C(C=C1)S(=O)(=O)[O-])C.C(CCC)[N+]1=C(C(C=2C3=C(C=CC12)C=CC=C3)(C)C)C=CC3=C(C(CC3)=CC=C3N(C=1C=CC2=C(C1C3(C)C)C=CC=C2)CCCC)S(=O)(=O)C2=CC=CC=C2 (3-butyl-2-(2-{3-[2-(3-butyl-1,1-dimethyl-1H-benzo[e]indol-2(3H)-ylidene)-ethylidene]-2-(phenylsulfonyl)cyclopent-1-en-1-yl}ethenyl)-1,1-dimethyl-1H-benzo[e]indol-3-ium p-toluenesulfonate), FC(C(C(C(F)(F)F)(F)F)(F)F)(S(=O)(=O)[O-])F.[K+] (potassium perfluorobutanesulfonate), C(C(C)C)C(=O)C (methyl isobutyl ketone). The solvent is O (water), O (water). Reaction conditions: time 6 hour. The product is FC(C(C(C(F)(F)F)(F)F)(F)F)(S(=O)(=O)[O-])F.C(CCC)[N+]1=C(C(C=2C3=C(C=CC12)C=CC=C3)(C)C)C=CC3=C(C(CC3)=CC=C3N(C=1C=CC2=C(C1C3(C)C)C=CC=C2)CCCC)S(=O)(=O)C2=CC=CC=C2 (3-butyl-2-(2-{3-[2-(3-butyl-1,1-dimethyl-1H-benzo[e]indol-2(3H)-ylidene)ethylidene]-2-(phenylsulfonyl)cyclopent-1-en-1-yl}ethenyl)-1,1-dimethyl-1H-benzo[e]indol-3-ium perfluorobutanesulfonate). Yield: 92.0%. Reaction SMILES: C1(C)C=CC(S([O-])(=O)=O)=CC=1.[CH2:12]([N+:16]1[C:24]2[CH:23]=[CH:22][C:21]3[CH:25]=[CH:26][CH:27]=[CH:28][C:20]=3[C:19]=2[C:18]([CH3:30])([CH3:29])[C:17]=1[CH:31]=[CH:32][C:33]1[CH2:37][CH2:36][C:35](=[CH:38][CH:39]=[C:40]2[C:48]([CH3:50])([CH3:49])[C:47]3[C:46]4[CH:51]=[CH:52][CH:53]=[CH:54][C:45]=4[CH:44]=[CH:43][C:42]=3[N:41]2[CH2:55][CH2:56][CH2:57][CH3:58])[C:34]=1[S:59]([C:62]1[CH:67]=[CH:66][CH:65]=[CH:64][CH:63]=1)(=[O:61])=[O:60])[CH2:13][CH2:14][CH3:15].[F:68][C:69]([F:84])([S:80]([O-:83])(=[O:82])=[O:81])[C:70]([F:79])([F:78])[C:71]([F:77])([F:76])[C:72]([F:75])([F:74])[F:73].[K+].C(C(C)=O)C(C)C>O>[F:84][C:69]([F:68])([S:80]([O-:83])(=[O:82])=[O:81])[C:70]([F:78])([F:79])[C:71]([F:77])([F:76])[C:72]([F:75])([F:74])[F:73].[CH2:12]([N+:16]1[C:24]2[CH:23]=[CH:22][C:21]3[CH:25]=[CH:26][CH:27]=[CH:28][C:20]=3[C:19]=2[C:18]([CH3:29])([CH3:30])[C:17]=1[CH:31]=[CH:32][C:33]1[CH2:37][CH2:36][C:35](=[CH:38][CH:39]=[C:40]2[C:48]([CH3:49])([CH3:50])[C:47]3[C:46]4[CH:51]=[CH:52][CH:53]=[CH:54][C:45]=4[CH:44]=[CH:43][C:42]=3[N:41]2[CH2:55][CH2:56][CH2:57][CH3:58])[C:34]=1[S:59]([C:62]1[CH:63]=[CH:64][CH:65]=[CH:66][CH:67]=1)(=[O:61])=[O:60])[CH2:13][CH2:14][CH3:15] |f:0.1,2.3,6.7|. Procedure: A mixture of 0.96 g (1 mmol) of 3-butyl-2-(2-{3-[2-(3-butyl-1,1-dimethyl-1H-benzo[e]indol-2(3H)-ylidene)-ethylidene]-2-(phenylsulfonyl)cyclopent-1-en-1-yl}ethenyl)-1,1-dimethyl-1H-benzo[e]indol-3-ium p-toluenesulfonate, 0.51 g (1.5 mmol) of potassium perfluorobutanesulfonate, 20 g of water, and 20 g of methyl isobutyl ketone was stirred for 6 hours at room temperature, whereupon the organic layer was taken out. The organic layer was combined with 0.17 g (0.5 mmol) of potassium perfluorobutanesul... Starting materials: BrCC1N(CCCC1)CC1=CC=CC=C1 (2-bromomethyl-N-benzylpiperidine), FC1=CC=C(C=C1)C1=NNC=C1 (3-(4-fluoro-phenyl)-1H-pyrazole). The product is C(C1=CC=CC=C1)N1C(CCCC1)CN1N=C(C=C1)C1=CC=C(C=C1)F ((RS)-1-Benzyl-2-[3-(4-fluoro-phenyl)-pyrazol-1-ylmethyl]-piperidine). Yield: 22.9%. Reaction SMILES: Br[CH2:2][CH:3]1[CH2:8][CH2:7][CH2:6][CH2:5][N:4]1[CH2:9][C:10]1[CH:15]=[CH:14][CH:13]=[CH:12][CH:11]=1.[F:16][C:17]1[CH:22]=[CH:21][C:20]([C:23]2[CH:27]=[CH:26][NH:25][N:24]=2)=[CH:19][CH:18]=1>>[CH2:9]([N:4]1[CH2:5][CH2:6][CH2:7][CH2:8][CH:3]1[CH2:2][N:25]1[CH:26]=[CH:27][C:23]([C:20]2[CH:21]=[CH:22][C:17]([F:16])=[CH:18][CH:19]=2)=[N:24]1)[C:10]1[CH:15]=[CH:14][CH:13]=[CH:12][CH:11]=1. Procedure: The title compound (0.8 g) was prepared from 2-bromomethyl-N-benzylpiperidine (2.68 g) and 3-(4-fluoro-phenyl)-1H-pyrazole (1.62 g) according to the method of example 93. Reactants: CCOC(=O)c1nc(-c2c(F)cccc2F)n(C)c(=O)c1O, NCc1ccc(F)c(F)c1. The product is Cn1c(-c2c(F)cccc2F)nc(C(=O)NCc2ccc(F)c(F)c2)c(O)c1=O. Reaction SMILES: [CH2:1]([O:2][C:4](=[O:5])[c:6]1[n:7][c:8](-[c:15]2[c:16]([F:22])[cH:17][cH:18][cH:19][c:20]2[F:21])[n:9]([CH3:14])[c:10](=[O:13])[c:11]1[OH:12])[CH3:3].[F:23][c:24]1[cH:25][c:26]([CH2:27][NH2:28])[cH:29][cH:30][c:31]1[F:32]>>[C:4](=[O:5])([c:6]1[n:7][c:8](-[c:15]2[c:16]([F:22])[cH:17][cH:18][cH:19][c:20]2[F:21])[n:9]([CH3:14])[c:10](=[O:13])[c:11]1[OH:12])[NH:28][CH2:27][c:26]1[cH:25][c:24]([F:23])[c:31]([F:32])[cH:30][cH:29]1.